Dataset: the Open Reaction Database (ORD), a public repository of structured organic reaction records. Task: describe an organic reaction: reactants, conditions, products, and yield Reaction SMILES: [CH2:1]([O:3][C:4]1[CH:19]=[C:18]([CH2:20][C:21]([NH:23][CH:24]([CH2:37][OH:38])[C:25]2[CH:30]=[CH:29][CH:28]=[CH:27][C:26]=2[N:31]2[CH2:36][CH2:35][CH2:34][CH2:33][CH2:32]2)=[O:22])[CH:17]=[CH:16][C:5]=1[C:6]([O:8][CH2:9][C:10]1[CH:15]=[CH:14][CH:13]=[CH:12][CH:11]=1)=[O:7])[CH3:2].[C:39](Cl)(=[O:42])[CH2:40][CH3:41]>>[CH2:1]([O:3][C:4]1[CH:19]=[C:18]([CH2:20][C:21]([NH:23][CH:24]([CH2:37][O:38][C:39](=[O:42])[CH2:40][CH3:41])[C:25]2[CH:30]=[CH:29][CH:28]=[CH:27][C:26]=2[N:31]2[CH2:36][CH2:35][CH2:34][CH2:33][CH2:32]2)=[O:22])[CH:17]=[CH:16][C:5]=1[C:6]([O:8][CH2:9][C:10]1[CH:11]=[CH:12][CH:13]=[CH:14][CH:15]=1)=[O:7])[CH3:2]. The product is C(C)OC1=C(C(=O)OCC2=CC=CC=C2)C=CC(=C1)CC(=O)NC(C1=C(C=CC=C1)N1CCCCC1)COC(CC)=O (Benzyl 2-ethoxy-4-[N-(α-propionyloxymethyl-2-piperidino-benzyl)-aminocarbonylmethyl]-benzoate). The reactants are C(C)OC1=C(C(=O)OCC2=CC=CC=C2)C=CC(=C1)CC(=O)NC(C1=C(C=CC=C1)N1CCCCC1)CO (benzyl 2-ethoxy-4-[N-(α-hydroxymethyl-2-piperidino-benzyl)-aminocarbonylmethyl]-benzoate), C(CC)(=O)Cl (propionyl chloride). Reported procedure: Prepared analogously to Example 37 from benzyl 2-ethoxy-4-[N-(α-hydroxymethyl-2-piperidino-benzyl)-aminocarbonylmethyl]-benzoate with propionyl chloride.